From a dataset of the Open Reaction Database (ORD), a public repository of structured organic reaction records. describe an organic reaction: reactants, conditions, products, and yield The reactants are [BH4-].[Na+] (NaBH4), CN1C=C(C2=CC=CC=C12)C=O (1-methylindole-3-carboxaldehyde), CN (CH3NH2). The solvent is CO (MeOH), CO (MeOH). Run at time 2 hour. Product: CN1C=C(C2=CC=CC=C12)CNC (1-methyl-3-(methylaminomethyl)-1H-indole). As a reaction SMILES: [CH3:1][N:2]1[C:10]2[C:5](=[CH:6][CH:7]=[CH:8][CH:9]=2)[C:4]([CH:11]=O)=[CH:3]1.[CH3:13][NH2:14].[BH4-].[Na+]>CO>[CH3:1][N:2]1[C:10]2[C:5](=[CH:6][CH:7]=[CH:8][CH:9]=2)[C:4]([CH2:11][NH:14][CH3:13])=[CH:3]1 |f:2.3|. Procedure details: To a solution of 1-methylindole-3-carboxaldehyde (10.0 g, 62.8 mmole) in MeOH (100 mL) was added a solution of 2.0 M CH3NH2 in MeOH (126 mL, 252.0 mmole). The reaction was stirred at RT for 2 hrs, then was concentrated to a light yellow oil. This oil was dissolved in EtOH (300 mL), and NaBH4 (2.38 g, 62.8 mmole) was added. After 2 hrs the reaction was concentrated to a slurry and dissolved in 1.0 N NaOH (75 mL). The aqueous solution was extracted with Et2O (2×200 mL) and the combined organic fra...